From a dataset of the Open Reaction Database (ORD), a public repository of structured organic reaction records. describe an organic reaction: reactants, conditions, products, and yield Starting materials: [O-]P(=O)([O-])[O-].[K+].[K+].[K+] (K3PO4), C(CO)O (ethylene glycol), C(C1=CC=CC=C1)N (benzylamine), IC=1C=C(C=CC1)OC (3-iodoanisole). Reagents/catalysts: [Cu]I (copper(I) iodide). Solvent: CC(C)O (2-propanol), CCCCCC.C(C)(=O)OCC (hexane ethyl acetate). Yields the product COC=1C=C(C=CC1)NCC1=CC=CC=C1 (N-(3-methoxyphenyl)benzylamine). Yield: 80.2%. Reaction SMILES: [O-]P([O-])([O-])=O.[K+].[K+].[K+].[CH2:9]([NH2:16])[C:10]1[CH:15]=[CH:14][CH:13]=[CH:12][CH:11]=1.I[C:18]1[CH:19]=[C:20]([O:24][CH3:25])[CH:21]=[CH:22][CH:23]=1.C(O)CO>[Cu]I.CCCCCC.C(OCC)(=O)C.CC(O)C>[CH3:25][O:24][C:20]1[CH:19]=[C:18]([NH:16][CH2:9][C:10]2[CH:15]=[CH:14][CH:13]=[CH:12][CH:11]=2)[CH:23]=[CH:22][CH:21]=1 |f:0.1.2.3,8.9|. Reported procedure: The general procedure under argon was followed using copper(I) iodide (10 mg, 0.05 mmol), K3PO4 (425 mg, 2.00 mmol), benzylamine (131 μL, 1.20 mmol), 3-iodoanisole (119 μl, 1.00 mmol), ethylene glycol (111 μL, 2.00 mmol) and 2-propanol (1.0 mL). Column chromatography using a solvent mixture (hexane/ethyl acetate=10/1, Rf=0.4) afforded N-(3-methoxyphenyl)benzylamine (171 mg, 80% isolated yield) as white solid. The spectral data (1H NMR) matched with the literature references and GC analysis indic... Reactants: ClC=1N=NC=C(C1)Cl (3,5-Dichloropyridazine), C[S-].[Na+] (sodium thiomethoxide), O (water). Solvent: C1CCOC1 (THF). Product: ClC=1N=NC=C(C1)SC (3-chloro-5(methylthio)pyridazine). Yield: 76.0%. As a reaction SMILES: [Cl:1][C:2]1[N:3]=[N:4][CH:5]=[C:6](Cl)[CH:7]=1.[CH3:9][S-:10].[Na+].O>C1COCC1>[Cl:1][C:2]1[N:3]=[N:4][CH:5]=[C:6]([S:10][CH3:9])[CH:7]=1 |f:1.2|. Reported procedure: 3,5-Dichloropyridazine, which is known in the art, (2.0 g, 0.0135 moles) and sodium thiomethoxide (1.14 g, 0.0162 moles) were stirred in THF (50 mL) at RT under N2 for 2 h. The mixture was then poured into water and extracted 2×100 mL with ethyl acetate. The organic layer was dried (MgSO4), filtered and evaporated in-vacuo to give a crude solid which was recrystallized from cyclohexane/ethyl acetate to give 3-chloro-5(methylthio)pyridazine (1.64 g, 76% yield) as a brown solid, mp=98° C.-100° C. Yields the product C#CCOc1ccc([N+](=O)[O-])c(C(=O)c2ccc(C(C)C)cc2)c1. RXN SMILES: [CH3:25][C:26](=[O:27])[CH3:28].[CH:1]([CH3:2])([CH3:3])[c:4]1[cH:5][cH:6][c:7]([CH:10]([OH:11])[c:12]2[c:13]([N+:22](=[O:23])[O-:24])[cH:14][cH:15][c:16]([O:18][CH2:19][C:20]#[CH:21])[cH:17]2)[cH:8][cH:9]1>>[CH:1]([CH3:2])([CH3:3])[c:4]1[cH:5][cH:6][c:7]([C:10](=[O:11])[c:12]2[c:13]([N+:22](=[O:23])[O-:24])[cH:14][cH:15][c:16]([O:18][CH2:19][C:20]#[CH:21])[cH:17]2)[cH:8][cH:9]1. The reactants are CC(C)=O, C#CCOc1ccc([N+](=O)[O-])c(C(O)c2ccc(C(C)C)cc2)c1. Reactants: Cc1cc(Br)ccc1C(=O)O, CCOCC, [Li]C. The product is CC(=O)c1ccc(Br)cc1C. As a reaction SMILES: [Br:3][c:4]1[cH:5][c:6]([CH3:13])[c:7]([C:8](=[O:9])[OH:10])[cH:11][cH:12]1.[CH3:14][CH2:15][O:16][CH2:17][CH3:18].[CH3:1][Li:2]>>[CH3:1][C:8]([c:7]1[c:6]([CH3:13])[cH:5][c:4]([Br:3])[cH:12][cH:11]1)=[O:10]. Reactants: C(C)(C)[N-]C(C)C.[Li+] (lithium diisopropylamide), C1(=CC=CC=C1)COC1=CC=C(C=C1)[C@@H](CC(=O)OC)\C=C/C (Methyl (3S,4Z)-3-(4-((phenylmethyl)oxy)phenyl)-4-hexenoate), IC (iodomethane). Run in C1CCOC1 (THF), C1CCOC1 (THF). Reaction conditions: temperature -78 celsius, time 1 hour. Product: C[C@H](C(=O)OC)[C@@H](\C=C/C)C1=CC=C(C=C1)OCC1=CC=CC=C1 (Methyl (2S,3R,4Z)-2-methyl-3-(4-((phenylmethyl)oxy)phenyl)-4-hexenoate). Reaction SMILES: [CH:1]([N-]C(C)C)(C)C.[Li+].[C:9]1([CH2:15][O:16][C:17]2[CH:22]=[CH:21][C:20]([C@H:23](/[CH:29]=[CH:30]\[CH3:31])[CH2:24][C:25]([O:27][CH3:28])=[O:26])=[CH:19][CH:18]=2)[CH:14]=[CH:13][CH:12]=[CH:11][CH:10]=1.IC>C1COCC1>[CH3:1][C@@H:24]([C@H:23]([C:20]1[CH:19]=[CH:18][C:17]([O:16][CH2:15][C:9]2[CH:10]=[CH:11][CH:12]=[CH:13][CH:14]=2)=[CH:22][CH:21]=1)/[CH:29]=[CH:30]\[CH3:31])[C:25]([O:27][CH3:28])=[O:26] |f:0.1|. Procedure details: To a solution of lithium diisopropylamide (0.2 mL, 2 mmol in heptane/THF/ethylbenzene) in THF (1.0 mL) was slowly added (S,Z)-methyl 3-(4-(benzyloxy)phenyl)hex-4-enoate 41.1 (0.50 g, 2 mmol) in THF (5.0 mL) at −78° C. The resulting mixture was stirred at −78° C. for 1 hour and then iodomethane (0.1 mL, 2 mmol) was added. The reaction mixture was stirred at the same temperature for 20 minutes, and then stirred at room temperature for 16 hours. The solvent was removed in vacuo. The residue was pur... Reactants: S(CCC(=O)O)CCC(=O)O (3,3′-thiodipropanoic acid), NNC(=S)N (thiosemicarbazide). Solvent: O=P(Cl)(Cl)Cl (POCl3). Conditions: temperature 90 celsius, time 3 hour. Yields the product S(CCC1=NN=C(S1)N)CCC1=NN=C(S1)N (5,5′-(thiobis(ethane-2,1-diyl))bis(1,3,4-thiadiazol-2-amine)). Isolated yield 50.0%. RXN SMILES: [S:1]([CH2:7][CH2:8][C:9](O)=O)[CH2:2][CH2:3][C:4](O)=O.[NH2:12][NH:13][C:14]([NH2:16])=[S:15]>O=P(Cl)(Cl)Cl>[S:1]([CH2:7][CH2:8][C:9]1[S:15][C:14]([NH2:16])=[N:13][N:12]=1)[CH2:2][CH2:3][C:4]1[S:15][C:14]([NH2:16])=[N:13][N:12]=1. Procedure: A mixture of 3,3′-thiodipropanoic acid (1 equivalent) and thiosemicarbazide (2 equivalents) were taken in POCl3 (10 fold) and stirred at 90° C. for 3 h. The reaction mixture was cooled to room temperature and poured on to ice. The resulting mixture was filtered and then brought to pH 14 using KOH. The white solid that was formed was filtered, washed with water and dried to afford the desired product I-2 in 50-60% yield. This material was used as such for the next step.